This data is from the Open Reaction Database (ORD), a public repository of structured organic reaction records. The task is: describe an organic reaction: reactants, conditions, products, and yield Reactants: O1C(CCCN(S(=O)(=O)C)CCCCCCC(=O)OCC)C1 (ethyl 7-[N-(4,5-epoxypentyl)- methanesulfonamido]heptanoate), [OH-].[Na+] (sodium hydroxide), C(C)O (ethanol). Run in O (water). Run at time 18 hour. Product: OC(CCCN(S(=O)(=O)C)CCCCCCC(=O)O)COCC (7-[N-(4-Hydroxy-5-ethoxypentyl)methanesulfonamido]heptanoic Acid). As a reaction SMILES: [O:1]1[CH2:22][CH:2]1[CH2:3][CH2:4][CH2:5][N:6]([CH2:11][CH2:12][CH2:13][CH2:14][CH2:15][CH2:16][C:17]([O:19]CC)=[O:18])[S:7]([CH3:10])(=[O:9])=[O:8].[OH-:23].[Na+].[CH2:25](O)[CH3:26]>O>[OH:23][CH:2]([CH2:22][O:1][CH2:25][CH3:26])[CH2:3][CH2:4][CH2:5][N:6]([CH2:11][CH2:12][CH2:13][CH2:14][CH2:15][CH2:16][C:17]([OH:19])=[O:18])[S:7]([CH3:10])(=[O:8])=[O:9] |f:1.2|. Reported procedure: To a solution of ethyl 7-[N-(4,5-epoxypentyl)- methanesulfonamido]heptanoate (7.0g., 0.02 mole) in ethanol (150 ml.) is added sodium hydroxide (1.84 g., 0.046 mole) dissolved in water (15 ml.). This solution is stirred at room temperature for 18 hours, then concentrated to one-half volume under reduced pressure. Water (150 ml.) is added and this aqueous solution is extracted with ether (2 × 100 ml.). The aqueous layer is then acidified (dilute hydrochloric acid) and extracted with ethyl acetate ...